This data is from the Open Reaction Database (ORD), a public repository of structured organic reaction records. The task is: describe an organic reaction: reactants, conditions, products, and yield Reactants: N1C(=CC=C1)C(=O)OC (methyl pyrrole-2-carboxylate), IC(COS(=O)(=O)C1=CC=C(C=C1)C)=C(I)I (2,3,3-triiodoallyl-p-toluenesulfonate), [OH-].[Na+] (sodium hydroxide). Solvent: CN(C=O)C (N,N-dimethylformamide). Conditions: temperature 10 celsius, time 1 hour. Product: IC(CN1C(=CC=C1)C(=O)OC)=C(I)I (1-(2',3',3'-Triiodoallyl)-2-methoxycarbonylpyrrole). Yield: 23.0%. As a reaction SMILES: [NH:1]1[CH:5]=[CH:4][CH:3]=[C:2]1[C:6]([O:8][CH3:9])=[O:7].[I:10][C:11](=[C:24]([I:26])[I:25])[CH2:12]OS(C1C=CC(C)=CC=1)(=O)=O.[OH-].[Na+]>CN(C)C=O>[I:10][C:11](=[C:24]([I:26])[I:25])[CH2:12][N:1]1[CH:5]=[CH:4][CH:3]=[C:2]1[C:6]([O:8][CH3:9])=[O:7] |f:2.3|. Reported procedure: To a solution of 125 mg (1 mmole) of methyl pyrrole-2-carboxylate in 5 ml of dry N,N-dimethylformamide were added 590 mg (1 mmole) of 2,3,3-triiodoallyl-p-toluenesulfonate and 50 mg (1.2 mmoles) of powdery sodium hydroxide while cooling at 10° C. and the resulting mixture was stirred for one hour. The reaction mixture was extracted with ethyl acetate and water, the ethyl acetate layer was separated, washed with water and then dried. The ethyl acetate layer was concentrated under reduced pressure... The reactants are Cl.CN(CC=C)CC=C (N-methyl diallylamine hydrochloride), Cl.C(C=C)NCC=C (diallylamine hydrochloride), Cl.CN(CC=C)CC=C (N-methyl diallylamine hydrochloride), Cl.C(C=C)NCC=C (diallylamine hydrochloride), CS(=O)C (dimethyl sulfoxide), copolymer, S(=O)(=O)([O-])OOS(=O)(=O)[O-].[NH4+].[NH4+] (ammonium persulfate). Run in O (water). The product is CN(CC=C)CC=C (N-methyl diallylamine), C(C=C)NCC=C (diallylamine). As a reaction SMILES: Cl.[CH3:2][N:3]([CH2:7][CH:8]=[CH2:9])[CH2:4][CH:5]=[CH2:6].Cl.[CH2:11]([NH:14][CH2:15][CH:16]=[CH2:17])[CH:12]=[CH2:13].CS(C)=O.S(OOS([O-])(=O)=O)([O-])(=O)=O.[NH4+].[NH4+]>O>[CH3:2][N:3]([CH2:7][CH:8]=[CH2:9])[CH2:4][CH:5]=[CH2:6].[CH2:11]([NH:14][CH2:15][CH:16]=[CH2:17])[CH:12]=[CH2:13] |f:0.1,2.3,5.6.7|. Procedure: Part 1 A copolymer of N-methyl diallylamine and diallylamine is prepared according to the procedure of Example 1, Part 1, except that a mixture of 200 grams of N-methyl diallylamine hydrochloride and 50 grams of diallylamine hydrochloride is substituted for the 258 grams of diallylamine hydrochloride and 455 grams of dimethyl sulfoxide and 5 grams of ammonium persulfate are used. The copolymer (75 grams) is water-soluble, has an RSV of 0.2 and contains by NMR analysis 90 weight percent of N-meth... Starting materials: COC(=O)c1c(Br)csc1NC(=O)Cc1cccc2ncccc12, CNC1CCCCC1NC, N#C[Cu], CN(C)C=O. Yields the product COC(=O)c1c(C#N)csc1NC(=O)Cc1cccc2ncccc12. As a reaction SMILES: [Br:1][c:2]1[c:3]([C:21](=[O:22])[O:23][CH3:24])[c:4]([NH:7][C:8]([CH2:9][c:10]2[c:11]3[cH:12][cH:13][cH:14][n:15][c:16]3[cH:17][cH:18][cH:19]2)=[O:20])[s:5][cH:6]1.[CH3:28][NH:29][CH:30]1[CH2:31][CH2:32][CH2:33][CH2:34][CH:35]1[NH:36][CH3:37].[Cu:25][C:26]#[N:27].[O:38]=[CH:39][N:40]([CH3:41])[CH3:42]>>[c:2]1([C:26]#[N:27])[c:3]([C:21](=[O:22])[O:23][CH3:24])[c:4]([NH:7][C:8]([CH2:9][c:10]2[c:11]3[cH:12][cH:13][cH:14][n:15][c:16]3[cH:17][cH:18][cH:19]2)=[O:20])[s:5][cH:6]1. The reactants are CC(C)(C)S (2-methyl-2-propanethiol), C[O-].[Na+] (sodium methoxide), CC(C)(C)S (2-methyl-2-propanethiol), C(C=C)#N (acrylonitrile). The product is CC(C)(C)SCCC#N (β-(2-Methyl-2-propylmercapto)propionitrile). As a reaction SMILES: [CH3:1][C:2]([SH:5])([CH3:4])[CH3:3].[C:6](#[N:9])[CH:7]=[CH2:8].C[O-].[Na+]>>[CH3:1][C:2]([S:5][CH2:8][CH2:7][C:6]#[N:9])([CH3:4])[CH3:3] |f:2.3|. Procedure details: β-(2-Methyl-2-propylmercapto)propionitrile was prepared according to the procedure of Example 1 using 2-methyl-2-propanethiol according to the procedure of Example 1 using 2-methyl-2-propanethiol (25.0 g; 0.28 moles), acrylonitrile (14.9 g; 0.28 moles) and sodium methoxide (0.5 g). The reactants are O=C([O-])O, COC(=O)c1c(SCc2ccccc2)nc(N2CCn3ccnc3C2)nc1N1CCC(O)CC1, ClC(Cl)Cl, O=C(OO)c1cccc(Cl)c1, [Na+]. Product: COC(=O)c1c(N2CCC(O)CC2)nc(N2CCn3ccnc3C2)nc1S(=O)Cc1ccccc1. RXN SMILES: [C:50](=[O:51])([O-:52])[OH:53].[CH2:1]([c:2]1[cH:3][cH:4][cH:5][cH:6][cH:7]1)[S:8][c:9]1[n:10][c:11]([N:26]2[CH2:27][c:28]3[n:29]([cH:32][cH:33][n:34]3)[CH2:30][CH2:31]2)[n:12][c:13]([N:19]2[CH2:20][CH2:21][CH:22]([OH:25])[CH2:23][CH2:24]2)[c:14]1[C:15](=[O:16])[O:17][CH3:18].[CH:46]([Cl:47])([Cl:48])[Cl:49].[Cl:35][c:36]1[cH:37][cH:38][cH:39][c:40]([C:41]([O:42][OH:44])=[O:43])[cH:45]1.[Na+:54]>>[CH2:1]([c:2]1[cH:3][cH:4][cH:5][cH:6][cH:7]1)[S:8]([c:9]1[n:10][c:11]([N:26]2[CH2:27][c:28]3[n:29]([cH:32][cH:33][n:34]3)[CH2:30][CH2:31]2)[n:12][c:13]([N:19]2[CH2:20][CH2:21][CH:22]([OH:25])[CH2:23][CH2:24]2)[c:14]1[C:15](=[O:16])[O:17][CH3:18])=[O:43]. The reactants are C(C)(C)(C)OC(=O)N[C@@H](CC1=CC=CC=C1)C=O (N-tert-butoxycarbonylphenylalaninal), BrC(C(=O)OCC)(F)F (ethyl bromodifluoroacetate), ClCCl (dichloromethane), S(=O)(=O)(O)[O-].[K+] (potassium hydrogensulfate). The reagents and catalysts are [Zn] (zinc). Yield: 27.1%. The solvent is C1CCOC1 (THF), C1CCOC1 (THF). Procedure: To a solution of the target compound in step (2) (7.16 g, 28.5 mmol) in dichloromethane (85 mL) were added successively triethylamine (15.8 mL, 113.9 mmol) and a solution of sulfur trioxidepyridine complex (18.1 g, 113.9 mmol) in dimethylsulfoxide (85 mL). The resulting mixture was stirred at room temperature for 15 min, poured into a mixture of ice and saturated brine (300 mL), and then extracted with cold ether. The organic layer was washed successively with cold 10% aqueous citric acid soluti... Reaction SMILES: [C:1]([O:5][C:6]([NH:8][C@H:9]([CH:17]=[O:18])[CH2:10][C:11]1[CH:16]=[CH:15][CH:14]=[CH:13][CH:12]=1)=[O:7])([CH3:4])([CH3:3])[CH3:2].Br[C:20]([F:27])([F:26])[C:21]([O:23][CH2:24][CH3:25])=[O:22].ClCCl.S([O-])(O)(=O)=O.[K+]>C1COCC1.[Zn]>[C:1]([O:5][C:6]([NH:8][C@@H:9]([CH2:10][C:11]1[CH:16]=[CH:15][CH:14]=[CH:13][CH:12]=1)[C@@H:17]([OH:18])[C:20]([F:27])([F:26])[C:21]([O:23][CH2:24][CH3:25])=[O:22])=[O:7])([CH3:3])([CH3:4])[CH3:2] |f:3.4|. Yields the product C(C)(C)(C)OC(=O)N[C@H]([C@H](C(C(=O)OCC)(F)F)O)CC1=CC=CC=C1 (ethyl 4(S)-[(tert-butoxycarbonyl)amino]-2,2-difluoro-3(R)-hydroxy-5-phenylpentanoate). The reactants are BrC1=C(C=O)C=C(C=C1)OC (2-bromo-5-methoxybenzaldehyde), FC1=C(C=C(C=C1)F)S (2,5-difluorothiophenol), C([O-])([O-])=O.[K+].[K+] (potassium carbonate), CN(C=O)C (dimethylformamide). The reagents and catalysts are [Cu] (copper). The solvent is O (water). Reaction conditions: temperature 150 celsius. The product is FC1=C(C=C(C=C1)F)SC1=C(C=O)C=C(C=C1)OC (2-(2,5-difluorophenylthio)-5-methoxy-benzaldehyde). Yield: 51.8%. Reaction SMILES: Br[C:2]1[CH:9]=[CH:8][C:7]([O:10][CH3:11])=[CH:6][C:3]=1[CH:4]=[O:5].[F:12][C:13]1[CH:18]=[CH:17][C:16]([F:19])=[CH:15][C:14]=1[SH:20].C(=O)([O-])[O-].[K+].[K+].CN(C)C=O>[Cu].O>[F:12][C:13]1[CH:18]=[CH:17][C:16]([F:19])=[CH:15][C:14]=1[S:20][C:2]1[CH:9]=[CH:8][C:7]([O:10][CH3:11])=[CH:6][C:3]=1[CH:4]=[O:5] |f:2.3.4|. Procedure: A mixture of 19.7 g of 2-bromo-5-methoxybenzaldehyde (of Example 9, reference above), 14.1 g of 2,5-difluorothiophenol (of Example 11, reference above), 14.0 g of potassium carbonate, 75 ml dimethylformamide and 2.1 g of copper catalyst is stirred and heated to 150° C. for 6 hours. It is then diluted with 150 ml of water and extracted with benzene. The extract is washed with water, dried with magnesium sulfate and evaporated. The residue is processed by distillation. There are obtained 13.3 g (5... Reported procedure: 8.0 gm (29 millimols) of ethyl 3-aminosulfinyl-1,5-dimethyl-indole-2-carboxylate were reacted analogous to Example 18(c) with 3.0 gm (19 millimols) of sodium permanganate to yield b 5.9 gm (70% of theory) of ethyl 1,5-dimethyl-3-sulfamoyl-indole-2-carboxylate, M.p.: 148° C., and 2.0 gm (28% of theory) of 4,7-dimethyl-2H-isothiazolo[4,5-b]-indole-3(2H)-one-1,1-dioxide; M.p.: 295° C. (decompositon). Yield: 28.0%. The product is CN1C(=C(C2=CC(=CC=C12)C)S(N)(=O)=O)C(=O)OCC (ethyl 1,5-dimethyl-3-sulfamoyl-indole-2-carboxylate), 4,7-dimethyl-2H-isothiazolo[4,5-b]-indole-3(2H)-one-1,1-dioxide. Reaction SMILES: [NH2:1][S:2]([C:4]1[C:12]2[C:7](=[CH:8][CH:9]=[C:10]([CH3:13])[CH:11]=2)[N:6]([CH3:14])[C:5]=1[C:15]([O:17][CH2:18][CH3:19])=[O:16])=[O:3].[Mn]([O-])(=O)(=O)=[O:21].[Na+]>>[CH3:14][N:6]1[C:7]2[C:12](=[CH:11][C:10]([CH3:13])=[CH:9][CH:8]=2)[C:4]([S:2](=[O:21])(=[O:3])[NH2:1])=[C:5]1[C:15]([O:17][CH2:18][CH3:19])=[O:16] |f:1.2|. Reactants: NS(=O)C1=C(N(C2=CC=C(C=C12)C)C)C(=O)OCC (ethyl 3-aminosulfinyl-1,5-dimethyl-indole-2-carboxylate), [Mn](=O)(=O)(=O)[O-].[Na+] (sodium permanganate).